Dataset: the Open Reaction Database (ORD), a public repository of structured organic reaction records. Task: describe an organic reaction: reactants, conditions, products, and yield Reactants: S([O-])(O)(=O)=O.[K+] (potassium bisulfate), BrC1=CC=C2O[C@@H]3C[C@H](N(C([C@@H](NC(O[C@@H]4CCC[C@H]4CCCCCN2C1=O)=O)C1CCCC1)=O)C3)C(=O)OC (Methyl (1R,14R,18R,22S,25S)-6-bromo-22-cyclopentyl-7,20,23-trioxo-2,19-dioxa-8,21,24-triazatetracyclo[22.2.1.03,8.014,18]heptacosa-3,5-diene-25-carboxylate), C1(=CC=CC=C1)B(O)O (phenylboronic acid), C([O-])([O-])=O.[Cs+].[Cs+] (cesium carbonate), C1(CCCCC1)P(C1CCCCC1)C1CCCCC1 (tricyclohexylphosphine). The reagents and catalysts are C=1C=CC(=CC1)/C=C/C(=O)/C=C/C2=CC=CC=C2.C=1C=CC(=CC1)/C=C/C(=O)/C=C/C2=CC=CC=C2.C=1C=CC(=CC1)/C=C/C(=O)/C=C/C2=CC=CC=C2.[Pd].[Pd] (tris(dibenzylideneacetone)dipalladium(0)). Solvent: O1CCOCC1 (dioxane). Run at temperature 80 celsius. Product: C1(CCCC1)[C@@H]1NC(O[C@@H]2CCC[C@H]2CCCCCN2C(C(=CC=C2O[C@@H]2C[C@H](N(C1=O)C2)C(=O)OC)C2=CC=CC=C2)=O)=O (Methyl (1R,14R,18R,22S,25S)-22-cyclopentyl-7,20,23-trioxo-6-phenyl-2,19-dioxa-8,21,24-triazatetracyclo[22.2.1.03,8.014,18]heptacosa-3,5-diene-25-carboxylate). Isolated yield 75.0%. RXN SMILES: Br[C:2]1[C:27](=[O:28])[N:26]2[C:5]([O:6][C@H:7]3[CH2:36][N:10]([C:11](=[O:35])[C@H:12]([CH:30]4[CH2:34][CH2:33][CH2:32][CH2:31]4)[NH:13][C:14](=[O:29])[O:15][C@H:16]4[C@H:20]([CH2:21][CH2:22][CH2:23][CH2:24][CH2:25]2)[CH2:19][CH2:18][CH2:17]4)[C@H:9]([C:37]([O:39][CH3:40])=[O:38])[CH2:8]3)=[CH:4][CH:3]=1.[C:41]1(B(O)O)[CH:46]=[CH:45][CH:44]=[CH:43][CH:42]=1.C(=O)([O-])[O-].[Cs+].[Cs+].C1(P(C2CCCCC2)C2CCCCC2)CCCCC1.S(=O)(=O)(O)[O-].[K+]>C1C=CC(/C=C/C(/C=C/C2C=CC=CC=2)=O)=CC=1.C1C=CC(/C=C/C(/C=C/C2C=CC=CC=2)=O)=CC=1.C1C=CC(/C=C/C(/C=C/C2C=CC=CC=2)=O)=CC=1.[Pd].[Pd].O1CCOCC1>[CH:30]1([C@H:12]2[C:11](=[O:35])[N:10]3[CH2:36][C@@H:7]([CH2:8][C@H:9]3[C:37]([O:39][CH3:40])=[O:38])[O:6][C:5]3[N:26]([C:27](=[O:28])[C:2]([C:41]4[CH:46]=[CH:45][CH:44]=[CH:43][CH:42]=4)=[CH:3][CH:4]=3)[CH2:25][CH2:24][CH2:23][CH2:22][CH2:21][C@H:20]3[C@@H:16]([CH2:17][CH2:18][CH2:19]3)[O:15][C:14](=[O:29])[NH:13]2)[CH2:31][CH2:32][CH2:33][CH2:34]1 |f:2.3.4,6.7,8.9.10.11.12|. Procedure details: An oven-dried 100 mL Kjeldahl Flask under nitrogen was charged with the product of Example 83 Step 1 (100 mg, 0.161 mmol), dioxane (5 ml), phenylboronic acid (24.48 mg, 0.201 mmol), cesium carbonate (65.4 mg, 0.201 mmol), tricyclohexylphosphine (13.51 mg, 0.048 mmol), and tris(dibenzylideneacetone)dipalladium(0) (17.65 mg, 0.019 mmol). Heated in an 80° C. oil bath for 20 hours. HPLC/MS looks good. Cooled. Poured into 2.5% potassium bisulfate. Extracted three times with ethyl acetate, washed comb...